The task is: describe an organic reaction: reactants, conditions, products, and yield. This data is from the Open Reaction Database (ORD), a public repository of structured organic reaction records. Starting materials: C([O-])([O-])=O.[K+].[K+] (potassium carbonate), C(CCS)S (1,3-propanedithiol), Cl.ClC1=C(C(=NC=C1)CO)C ((4-chloro-3-methylpyridin-2-yl)methanol hydrochloride). Solvent: O (water), O (water). Run at temperature 80 celsius, time 2 hour. Yields the product SCCCSC1=C(C(=NC=C1)CO)C ([4(3-Mercaptopropylsulfanyl)-3-methylpyridin-2-yl]-methanol). The yield is 69.3%. Reaction SMILES: C(=O)([O-])[O-].[K+].[K+].[CH2:7]([SH:11])[CH2:8][CH2:9][SH:10].Cl.Cl[C:14]1[CH:19]=[CH:18][N:17]=[C:16]([CH2:20][OH:21])[C:15]=1[CH3:22]>O>[SH:10][CH2:9][CH2:8][CH2:7][S:11][C:14]1[CH:19]=[CH:18][N:17]=[C:16]([CH2:20][OH:21])[C:15]=1[CH3:22] |f:0.1.2,4.5|. Procedure details: A solution of potassium carbonate (691 g, 5 mol) in 1.5 l of water is treated with 1,3-propanedithiol (432.8 g, 4 mol) under a nitrogen atmosphere and heated to 80° C. A solution of (4-chloro-3-methylpyridin-2-yl)methanol hydrochloride (194.1 g, 1 mol) in 400 ml of water is then added dropwise at this temperature with vigorous stirring during the course of about 2 h. The mixture is additionally stirred at 80 to 85° C. for 18 h and then cooled to room temperature. After separating off the aqueous...